Dataset: the Open Reaction Database (ORD), a public repository of structured organic reaction records. Task: describe an organic reaction: reactants, conditions, products, and yield Starting materials: CC(=O)[O-], CC1(Cn2cc([N+](=O)[O-])nc2Cl)CO1, O=C(c1ccc(C(F)(F)F)cc1)C1CCNCC1, [Na+], CN(C)C=O, O. Yields the product CC1(CN2CCC(C(=O)c3ccc(C(F)(F)F)cc3)CC2)Cn2cc([N+](=O)[O-])nc2O1. Reaction SMILES: [CH3:34][C:35](=[O:36])[O-:37].[Cl:1][c:2]1[n:3]([CH2:10][C:11]2([CH3:14])[O:12][CH2:13]2)[cH:4][c:5]([N+:7](=[O:8])[O-:9])[n:6]1.[F:15][C:16]([c:17]1[cH:18][cH:19][c:20]([C:21](=[O:22])[CH:23]2[CH2:24][CH2:25][NH:26][CH2:27][CH2:28]2)[cH:29][cH:30]1)([F:31])[F:32].[Na+:33].[O:38]=[CH:39][N:40]([CH3:41])[CH3:42].[OH2:43]>>[c:2]12[n:3]([cH:4][c:5]([N+:7](=[O:8])[O-:9])[n:6]1)[CH2:10][C:11]([CH2:13][N:26]1[CH2:25][CH2:24][CH:23]([C:21]([c:20]3[cH:19][cH:18][c:17]([C:16]([F:15])([F:31])[F:32])[cH:30][cH:29]3)=[O:22])[CH2:28][CH2:27]1)([CH3:14])[O:12]2. Reactants: CN(Cc1ccccc1)C1CCN(CCc2ccc(F)cc2)CC1COS(C)(=O)=O, CN(C)C=O, CCOC(C)=O, [N-]=[N+]=[N-], [Na+]. Yields the product CN(Cc1ccccc1)C1CCN(CCc2ccc(F)cc2)CC1CN=[N+]=[N-]. Reaction SMILES: [CH2:1]([c:2]1[cH:3][cH:4][cH:5][cH:6][cH:7]1)[N:8]([CH:9]1[CH:10]([CH2:24][O:25][S:26]([CH3:27])(=[O:28])=[O:29])[CH2:11][N:12]([CH2:15][CH2:16][c:17]2[cH:18][cH:19][c:20]([F:23])[cH:21][cH:22]2)[CH2:13][CH2:14]1)[CH3:30].[CH3:35][N:36]([CH3:37])[CH:38]=[O:39].[CH3:40][CH2:41][O:42][C:43](=[O:44])[CH3:45].[N-:32]=[N+:33]=[N-:34].[Na+:31]>>[CH2:1]([c:2]1[cH:3][cH:4][cH:5][cH:6][cH:7]1)[N:8]([CH:9]1[CH:10]([CH2:24][N:32]=[N+:33]=[N-:34])[CH2:11][N:12]([CH2:15][CH2:16][c:17]2[cH:18][cH:19][c:20]([F:23])[cH:21][cH:22]2)[CH2:13][CH2:14]1)[CH3:30]. Reported procedure: NaOH (338 mL, 169 mmol, 0.5 M aq.) was added to a solution of 7d (103.9 g, 153.68 mol) in EtOH (472 mL) and the mixture was stirred for 2 hours. The EtOH was distilled off and water added to a total volume of 1080 mL (10.5 mL/g). This mixture was passed through a filter and washed with MIBK (600 mL×2). MIBK (700 mL) was added followed by NaOH (289 mL, 50% w/w) and extracted. The organic layer was separated and the aqueous extracted with MIBK (250 mL) and the combined organic layers washed with b... Run at time 2 hour. The reactants are [OH-].[Na+] (NaOH), C(C)OC(CCCN[C@@H](CN1C(N(C(=C(C1=O)C1=C(C(=CC=C1)OC)Cl)C)CC1=C(C=CC=C1C(F)(F)F)F)=O)C1=CC=CC=C1)=O (4-((R)-2-[5-(2-chloro-3-methoxy-phenyl)-3-(2-fluoro-6-trifluoromethyl-benzyl)-4-methyl-2,6-dioxo-3,6-dihydro-2H-pyrimidin-1-yl]-1-phenyl-ethylamino)-butyric acid ethyl ester), O (water). RXN SMILES: [OH-].[Na+:2].C([O:5][C:6](=[O:49])[CH2:7][CH2:8][CH2:9][NH:10][C@H:11]([C:43]1[CH:48]=[CH:47][CH:46]=[CH:45][CH:44]=1)[CH2:12][N:13]1[C:18](=[O:19])[C:17]([C:20]2[CH:25]=[CH:24][CH:23]=[C:22]([O:26][CH3:27])[C:21]=2[Cl:28])=[C:16]([CH3:29])[N:15]([CH2:30][C:31]2[C:36]([C:37]([F:40])([F:39])[F:38])=[CH:35][CH:34]=[CH:33][C:32]=2[F:41])[C:14]1=[O:42])C.O>CCO>[Na+:2].[Cl:28][C:21]1[C:22]([O:26][CH3:27])=[CH:23][CH:24]=[CH:25][C:20]=1[C:17]1[C:18](=[O:19])[N:13]([CH2:12][C@H:11]([NH:10][CH2:9][CH2:8][CH2:7][C:6]([O-:49])=[O:5])[C:43]2[CH:44]=[CH:45][CH:46]=[CH:47][CH:48]=2)[C:14](=[O:42])[N:15]([CH2:30][C:31]2[C:36]([C:37]([F:40])([F:38])[F:39])=[CH:35][CH:34]=[CH:33][C:32]=2[F:41])[C:16]=1[CH3:29] |f:0.1,5.6|. The solvent is CCO (EtOH). The product is [Na+].ClC1=C(C=CC=C1OC)C1=C(N(C(N(C1=O)C[C@@H](C1=CC=CC=C1)NCCCC(=O)[O-])=O)CC1=C(C=CC=C1C(F)(F)F)F)C (4-((R)-2-[5-(2-chloro-3-methoxy-phenyl)-3-(2-fluoro-6-trifluoromethyl-benzyl)-4-methyl-2,6-dioxo-3,6-dihydro-2H-pyrimidin-1-yl]-1-phenyl-ethylamino)-butyric acid sodium salt), powder. Starting materials: CC#N, COC1=Cc2ccccc2Nc2ccccc21, O, Cc1ccc(S(=O)(=O)[O-])cc1, c1cc[nH+]cc1. The product is COC1=Cc2ccccc2N(C(N)=O)c2ccccc21. RXN SMILES: [CH3:18][C:19]#[N:20].[CH3:1][O:2][C:3]1=[CH:4][c:5]2[c:6]([cH:14][cH:15][cH:16][cH:17]2)[NH:7][c:8]2[c:9]1[cH:10][cH:11][cH:12][cH:13]2.[OH2:38].[c:21]1([CH3:22])[cH:23][cH:24][c:25]([S:26]([O-:27])(=[O:28])=[O:29])[cH:30][cH:31]1.[nH+:32]1[cH:33][cH:34][cH:35][cH:36][cH:37]1>>[CH3:1][O:2][C:3]1=[CH:4][c:5]2[c:6]([cH:14][cH:15][cH:16][cH:17]2)[N:7]([C:19]([NH2:20])=[O:28])[c:8]2[c:9]1[cH:10][cH:11][cH:12][cH:13]2.